Dataset: the Open Reaction Database (ORD), a public repository of structured organic reaction records. Task: describe an organic reaction: reactants, conditions, products, and yield Starting materials: BrCC1CC1, CN(C)C=O, O=[N+]([O-])c1ccc(O)nc1. Yields the product O=[N+]([O-])c1ccc(OCC2CC2)nc1. As a reaction SMILES: [CH:11]1([CH2:14][Br:15])[CH2:12][CH2:13]1.[O:16]=[CH:17][N:18]([CH3:19])[CH3:20].[OH:1][c:2]1[n:3][cH:4][c:5]([N+:8](=[O:9])[O-:10])[cH:6][cH:7]1>>[O:1]([c:2]1[n:3][cH:4][c:5]([N+:8](=[O:9])[O-:10])[cH:6][cH:7]1)[CH2:14][CH:11]1[CH2:12][CH2:13]1.